This data is from the Open Reaction Database (ORD), a public repository of structured organic reaction records. The task is: describe an organic reaction: reactants, conditions, products, and yield Starting materials: [N+](=O)([O-])C=1C=NN(C1)C1=CC=CC=C1 (4-nitro-1-phenyl-1H-pyrazole), SnCl2 dihydrate, [OH-].[Na+] (NaOH). Run in CCOC(=O)C (EtOAc). Reaction conditions: time 3 hour. Yields the product C1(=CC=CC=C1)N1N=CC(=C1)N (1-phenyl-1H-pyrazol-4-amine). Yield: 46.8%. RXN SMILES: [N+:1]([C:4]1[CH:5]=[N:6][N:7]([C:9]2[CH:14]=[CH:13][CH:12]=[CH:11][CH:10]=2)[CH:8]=1)([O-])=O.[OH-].[Na+]>CCOC(C)=O>[C:9]1([N:7]2[CH:8]=[C:4]([NH2:1])[CH:5]=[N:6]2)[CH:14]=[CH:13][CH:12]=[CH:11][CH:10]=1 |f:1.2|. Reported procedure: A mixture of 4-nitro-1-phenyl-1H-pyrazole (440 mg, 2.32 mmol) and SnCl2 dihydrate (2.18 g, 9.66 mmol) in EtOAc (15 mL) was stirred at 80 C for 3 h. Aqueous 1N NaOH was added to bring pH to 12. The mixture was filtered through celite. The organic phase was separated, dried over Na2SO4, concentrated in vacuo. The residue was purified by HPLC to give 1-phenyl-1H-pyrazol-4-amine as a solid (173 mg). Starting materials: C(=O)([O-])[O-].[Na+].[Na+] (Na2CO3), FC(C1=C(C=CC=C1)Br)(F)F (2-trifluoromethyl-bromobenzene), B(O)O (boronic acid). The reagents and catalysts are C=1C=CC(=CC1)[P](C=2C=CC=CC2)(C=3C=CC=CC3)[Pd]([P](C=4C=CC=CC4)(C=5C=CC=CC5)C=6C=CC=CC6)([P](C=7C=CC=CC7)(C=8C=CC=CC8)C=9C=CC=CC9)[P](C=1C=CC=CC1)(C=1C=CC=CC1)C=1C=CC=CC1 (Pd(PPh3)4). The solvent is O (H2O), O1CCOCC1 (dioxane). Reaction conditions: temperature 100 celsius, time 6 hour. Yields the product FC(C1=C(C=CC=C1)C1=CC=C(C=C1)C=O)(F)F (2′-(Trifluoromethyl)biphenyl-4-carbaldehyde). The yield is 177.3%. As a reaction SMILES: [F:1][C:2]([F:11])([F:10])[C:3]1[CH:8]=[CH:7][CH:6]=[CH:5][C:4]=1Br.B(O)O.[C:15]([O-:18])([O-])=O.[Na+].[Na+]>O1CCOCC1.O.C1C=CC([P]([Pd]([P](C2C=CC=CC=2)(C2C=CC=CC=2)C2C=CC=CC=2)([P](C2C=CC=CC=2)(C2C=CC=CC=2)C2C=CC=CC=2)[P](C2C=CC=CC=2)(C2C=CC=CC=2)C2C=CC=CC=2)(C2C=CC=CC=2)C2C=CC=CC=2)=CC=1>[F:1][C:2]([F:11])([F:10])[C:3]1[CH:8]=[CH:7][CH:6]=[CH:5][C:4]=1[C:3]1[CH:8]=[CH:7][C:6]([CH:15]=[O:18])=[CH:5][CH:4]=1 |f:2.3.4,^1:31,33,52,71|. Procedure: To a stirred solution of 2-trifluoromethyl-bromobenzene (0.7 g, 2.75 mmol) and 4-carbaldehyde boronic acid (0.5 g, 3.3 mmol) in dioxane (20 mL) under nitrogen at 80° C. was added Pd(PPh3)4 (0.05 g) followed by the addition of a solution of Na2CO3 (0.7 g) in H2O (5 m). The mixture was stirred at 100° C. for 6 h. The solvent was evaporated and the residue was diluted to 50 ml with EtOAc and washed with H2O. The solvent was evaporated to dryness and the residue was purified by FCC (SiO2) to give th... The reactants are C(CC)[C@@H]1CC[C@H](CC1)C=CC=CC1=CC=C(C=C1)OCCCC (1-(Trans-4'-n-propylcyclohexyl)-4-(p-n-butoxyphenyl)-1,3-butadiene), C(\C=C\C#N)#N (fumaronitrile). Yields the product C(CC)[C@@H]1CC[C@H](CC1)C1=C(C(C#N)=C(C=C1)C1=CC=C(C=C1)OCCCC)C#N (3-(trans-4'-n-propylcyclohexyl)-6-(p-n-butoxyphenyl)phthalonitrile). As a reaction SMILES: [CH2:1]([C@H:4]1[CH2:9][CH2:8][C@H:7]([CH:10]=[CH:11][CH:12]=[CH:13][C:14]2[CH:19]=[CH:18][C:17]([O:20][CH2:21][CH2:22][CH2:23][CH3:24])=[CH:16][CH:15]=2)[CH2:6][CH2:5]1)[CH2:2][CH3:3].[C:25](#[N:30])/[CH:26]=[CH:27]/[C:28]#[N:29]>>[CH2:1]([C@H:4]1[CH2:5][CH2:6][C@H:7]([C:10]2[CH:11]=[CH:12][C:13]([C:14]3[CH:15]=[CH:16][C:17]([O:20][CH2:21][CH2:22][CH2:23][CH3:24])=[CH:18][CH:19]=3)=[C:27]([C:28]#[N:29])[C:26]=2[C:25]#[N:30])[CH2:8][CH2:9]1)[CH2:2][CH3:3]. Procedure: Using 1-(Trans-4'-n-propylcyclohexyl)-4-(p-n-butoxyphenyl)-1,3-butadiene and fumaronitrile, 3-(trans-4'-n-propylcyclohexyl)-6-(p-n-butoxyphenyl)phthalonitrile was obtained by the same method as in Example 1. m.p. was 115° C.